This data is from the Open Reaction Database (ORD), a public repository of structured organic reaction records. The task is: describe an organic reaction: reactants, conditions, products, and yield Reactants: CC(C)(C)OC(=O)N1CCc2cc(Br)ccc21, C#CCCCO, C1CCNCC1, Cl, [Cu]I, O, [Pd], c1ccc(P(c2ccccc2)c2ccccc2)cc1, c1ccc(P(c2ccccc2)c2ccccc2)cc1, c1ccc(P(c2ccccc2)c2ccccc2)cc1, c1ccc(P(c2ccccc2)c2ccccc2)cc1. The product is CC(C)(C)OC(=O)N1CCc2cc(C#CCCCO)ccc21. RXN SMILES: [C:1]([CH3:2])([CH3:3])([CH3:4])[O:5][C:6](=[O:7])[N:8]1[CH2:9][CH2:10][c:11]2[cH:12][c:13]([Br:17])[cH:14][cH:15][c:16]21.[CH2:18]([CH2:19][CH2:20][C:21]#[CH:22])[OH:23].[CH2:26]1[CH2:27][CH2:28][NH:29][CH2:30][CH2:31]1.[ClH:25].[Cu:109][I:110].[OH2:24].[Pd:32].[c:33]1([P:34]([c:35]2[cH:36][cH:37][cH:38][cH:39][cH:40]2)[c:41]2[cH:42][cH:43][cH:44][cH:45][cH:46]2)[cH:47][cH:48][cH:49][cH:50][cH:51]1.[c:52]1([P:53]([c:54]2[cH:55][cH:56][cH:57][cH:58][cH:59]2)[c:60]2[cH:61][cH:62][cH:63][cH:64][cH:65]2)[cH:66][cH:67][cH:68][cH:69][cH:70]1.[c:71]1([P:72]([c:73]2[cH:74][cH:75][cH:76][cH:77][cH:78]2)[c:79]2[cH:80][cH:81][cH:82][cH:83][cH:84]2)[cH:85][cH:86][cH:87][cH:88][cH:89]1.[c:90]1([P:91]([c:92]2[cH:93][cH:94][cH:95][cH:96][cH:97]2)[c:98]2[cH:99][cH:100][cH:101][cH:102][cH:103]2)[cH:104][cH:105][cH:106][cH:107][cH:108]1>>[C:1]([CH3:2])([CH3:3])([CH3:4])[O:5][C:6](=[O:7])[N:8]1[CH2:9][CH2:10][c:11]2[cH:12][c:13]([C:22]#[C:21][CH2:20][CH2:19][CH2:18][OH:23])[cH:14][cH:15][c:16]21.